From a dataset of the Open Reaction Database (ORD), a public repository of structured organic reaction records. describe an organic reaction: reactants, conditions, products, and yield Reactants: NCC=1C=C(C=CC1)C1=C2CCCN(C2=CC=C1)C(CCCOC1=C(C(=CC=C1)C)C)=O (1-(5-(3-(aminomethyl)phenyl)-3,4-dihydroquinolin-1(2H)-yl)-4-(2,3-dimethylphenoxy)butan-1-one), CC1=C(OCCCC(=O)N2CCCC3=C(C=CC=C23)C=2C=C(CNC(OC(C)(C)C)=O)C=CC2)C=CC=C1C (tert-butyl 3-(1-(4-(2,3-dimethylphenoxy)butanoyl)-1,2,3,4-tetrahydroquinolin-5-yl)benzylcarbamate), CC1=C(OCCCC(=O)N2CCCC3=C(C=CC=C23)C=2N=NN(N2)CC=2C=C(C=CC2)NC(OC(C)(C)C)=O)C=CC=C1C (tert-butyl 3-((5-(1-(4-(2,3-dimethylphenoxy)butanoyl)-1,2,3,4-tetrahydroquinolin-5-yl)-2H-tetrazol-2-yl)methyl)phenylcarbamate). Yields the product NC=1C=C(CN2N=C(N=N2)C2=C3CCCN(C3=CC=C2)C(CCCOC2=C(C(=CC=C2)C)C)=O)C=CC1 (1-(5-(2-(3-Aminobenzyl)-2H-tetrazol-5-yl)-3,4-dihydroquinolin-1(2H)-yl)-4-(2,3-dimethylphenoxy)butan-1-one). Reaction SMILES: NCC1C=C(C2C=CC=C3C=2CCCN3C(=O)CCCOC2C=CC=C(C)C=2C)C=CC=1.CC1C(C)=CC=CC=1OCCCC(N1C2C(=C(C3C=C(C=CC=3)CNC(=O)OC(C)(C)C)C=CC=2)CCC1)=O.[CH3:72][C:73]1[C:114]([CH3:115])=[CH:113][CH:112]=[CH:111][C:74]=1[O:75][CH2:76][CH2:77][CH2:78][C:79]([N:81]1[C:90]2[C:85](=[C:86]([C:91]3[N:92]=[N:93][N:94]([CH2:96][C:97]4[CH:98]=[C:99]([NH:103]C(=O)OC(C)(C)C)[CH:100]=[CH:101][CH:102]=4)[N:95]=3)[CH:87]=[CH:88][CH:89]=2)[CH2:84][CH2:83][CH2:82]1)=[O:80]>>[NH2:103][C:99]1[CH:98]=[C:97]([CH:102]=[CH:101][CH:100]=1)[CH2:96][N:94]1[N:93]=[N:92][C:91]([C:86]2[CH:87]=[CH:88][CH:89]=[C:90]3[C:85]=2[CH2:84][CH2:83][CH2:82][N:81]3[C:79](=[O:80])[CH2:78][CH2:77][CH2:76][O:75][C:74]2[CH:111]=[CH:112][CH:113]=[C:114]([CH3:115])[C:73]=2[CH3:72])=[N:95]1. Procedure details: The title compound was prepared using a procedure analogous to 1-(5-(3-(aminomethyl)phenyl)-3,4-dihydroquinolin-1(2H)-yl)-4-(2,3-dimethylphenoxy)butan-1-one except that tert-butyl 3-(1-(4-(2,3-dimethylphenoxy)butanoyl)-1,2,3,4-tetrahydroquinolin-5-yl)benzylcarbamate was replaced with tert-butyl 3-((5-(1-(4-(2,3-dimethylphenoxy)butanoyl)-1,2,3,4-tetrahydroquinolin-5-yl)-2H-tetrazol-2-yl)methyl)phenylcarbamate. LCMS, [M+H]+=497.3. Reported procedure: To a solution of 2-aminoadamantane hydrochloride (120 mg, 0.64 mmol) and CDI (141 mg, 0.87 mmol) in anhydrous CH2Cl2 (4 mL) at 0° C. was added DIEA (374 mg, 2.90 mmol). The mixture was stirred at 0° C. for 1 h. A solution of compound 2-(2,3-dihydrospiro[indene-1,4′-piperidine]-3-yl)acetic acid (142 mg, 0.58 mmol) was added dropwise slowly. The mixture was stirred at rt overnight and concentrated to give the crude product. A portion of the crude product was purified by preparative HPLC to give 2-... The product is C12C(C3CC(CC(C1)C3)C2)NC(=O)N2CCC3(CC2)CC(C2=CC=CC=C23)CC(=O)O ((±)-2-(1′-((2-Adamantyl)carbamoyl)-2,3-dihydrospiro[indene-1,4′-piperidine]-3-yl)acetic acid). Solvent: C(Cl)Cl (CH2Cl2). The reactants are N1CCC2(CC1)CC(C1=CC=CC=C12)CC(=O)O (2-(2,3-dihydrospiro[indene-1,4′-piperidine]-3-yl)acetic acid), Cl.NC1C2CC3CC(CC1C3)C2 (2-aminoadamantane hydrochloride), C1=CN(C=N1)C(=O)N2C=CN=C2 (CDI), CCN(C(C)C)C(C)C (DIEA). Conditions: temperature 0 celsius, time 1 hour. Reaction SMILES: Cl.[NH2:2][CH:3]1[CH:10]2[CH2:11][CH:6]3[CH2:7][CH:8]([CH2:12][CH:4]1[CH2:5]3)[CH2:9]2.C1N=CN([C:18]([N:20]2[CH:24]=N[CH:22]=[CH:21]2)=[O:19])C=1.CCN(C(C)C)C(C)C.N1CC[C:37]2([C:47]3[C:42](=[CH:43][CH:44]=[CH:45][CH:46]=3)[CH:41]([CH2:48][C:49]([OH:51])=[O:50])[CH2:40]2)[CH2:36]C1>C(Cl)Cl>[CH:10]12[CH2:11][CH:6]3[CH2:7][CH:8]([CH2:12][CH:4]([CH2:5]3)[CH:3]1[NH:2][C:18]([N:20]1[CH2:21][CH2:22][C:37]3([C:47]4[C:42](=[CH:43][CH:44]=[CH:45][CH:46]=4)[CH:41]([CH2:48][C:49]([OH:51])=[O:50])[CH2:40]3)[CH2:36][CH2:24]1)=[O:19])[CH2:9]2 |f:0.1|.